From a dataset of the Open Reaction Database (ORD), a public repository of structured organic reaction records. describe an organic reaction: reactants, conditions, products, and yield Yields the product OCCNC1=NC(=C(C(=N1)NCCO)C#N)N1CCN(CC1)C1=C(C=CC=C1)[N+](=O)[O-] (2,4-bis-(2-hydroxy-ethylamino)-6-[4-(2-nitro-phenyl)-piperazin-1-yl]-pyrimidine-5-carbonitrile). Starting materials: ClC1=NC(=NC(=C1C#N)NCCO)NCCO (4-chloro-2,6-bis-(2-hydroxy-ethylamino)-pyrimidine-5-carbonitrile), [N+](=O)([O-])C1=C(C=CC=C1)N1CCNCC1 (1-(2-nitro-phenyl)-piperazine), C(C)N(C(C)C)C(C)C (N-ethyl-diisopropylamine). Solvent: O1CCOCC1 (dioxane). Procedure details: In analogy to the procedure described in example 20b, 4-chloro-2,6-bis-(2-hydroxy-ethylamino)-pyrimidine-5-carbonitrile was treated with 1-(2-nitro-phenyl)-piperazine in dioxane in the presence of N-ethyl-diisopropylamine at 60° C. to yield 2,4-bis-(2-hydroxy-ethylamino)-6-[4-(2-nitro-phenyl)-piperazin-1-yl]-pyrimidine-5-carbonitrile as a yellowish lyophilisate; MS: [M+H]+=429. As a reaction SMILES: Cl[C:2]1[C:7]([C:8]#[N:9])=[C:6]([NH:10][CH2:11][CH2:12][OH:13])[N:5]=[C:4]([NH:14][CH2:15][CH2:16][OH:17])[N:3]=1.[N+:18]([C:21]1[CH:26]=[CH:25][CH:24]=[CH:23][C:22]=1[N:27]1[CH2:32][CH2:31][NH:30][CH2:29][CH2:28]1)([O-:20])=[O:19].C(N(C(C)C)C(C)C)C>O1CCOCC1>[OH:17][CH2:16][CH2:15][NH:14][C:4]1[N:5]=[C:6]([NH:10][CH2:11][CH2:12][OH:13])[C:7]([C:8]#[N:9])=[C:2]([N:30]2[CH2:31][CH2:32][N:27]([C:22]3[CH:23]=[CH:24][CH:25]=[CH:26][C:21]=3[N+:18]([O-:20])=[O:19])[CH2:28][CH2:29]2)[N:3]=1.